This data is from the Open Reaction Database (ORD), a public repository of structured organic reaction records. The task is: describe an organic reaction: reactants, conditions, products, and yield Reactants: [Br-], O=C(c1ccc(CBr)cc1)C1CC1, CCCC[N+](CCCC)(CCCC)CCCC, CC#N, N#C[K], O. Yields the product CC(C#N)c1ccc(C(=O)C2CC2)cc1. Reaction SMILES: [Br-:20].[Br:1][CH2:2][c:3]1[cH:4][cH:5][c:6]([C:9](=[O:10])[CH:11]2[CH2:12][CH2:13]2)[cH:7][cH:8]1.[CH2:21]([N+:22]([CH2:23][CH2:24][CH2:25][CH3:26])([CH2:27][CH2:28][CH2:29][CH3:30])[CH2:31][CH2:32][CH2:33][CH3:34])[CH2:35][CH2:36][CH3:37].[CH3:17][C:18]#[N:19].[K:14][C:15]#[N:16].[OH2:38]>>[CH:2]([c:3]1[cH:4][cH:5][c:6]([C:9](=[O:10])[CH:11]2[CH2:12][CH2:13]2)[cH:7][cH:8]1)([C:15]#[N:16])[CH3:17]. Reactants: [Cl-], COc1ncccc1C1(O)C(=O)Nc2ccc(Cl)cc21, ClCCl, [NH4+], O=S(Cl)Cl, c1ccncc1. Yields the product COc1ncccc1C1(Cl)C(=O)Nc2ccc(Cl)cc21. As a reaction SMILES: [Cl-:31].[Cl:11][c:12]1[cH:13][c:14]2[c:18]([cH:19][cH:20]1)[NH:17][C:16](=[O:21])[C:15]2([OH:22])[c:23]1[c:24]([O:29][CH3:30])[n:25][cH:26][cH:27][cH:28]1.[Cl:33][CH2:34][Cl:35].[NH4+:32].[S:7]([Cl:8])([Cl:9])=[O:10].[cH:1]1[cH:2][cH:3][n:4][cH:5][cH:6]1>>[Cl:11][c:12]1[cH:13][c:14]2[c:18]([cH:19][cH:20]1)[NH:17][C:16](=[O:21])[C:15]2([c:23]1[c:24]([O:29][CH3:30])[n:25][cH:26][cH:27][cH:28]1)[Cl:31]. The reactants are COc1ccc(CN(Cc2ccc(OC)cc2)c2nc(C)nc(-c3cc(Cl)cnc3Nc3ccc(OC)nc3)n2)cc1, O=C(O)C(F)(F)F. Product: COc1ccc(Nc2ncc(Cl)cc2-c2nc(C)nc(N)n2)cn1. As a reaction SMILES: [Cl:1][c:2]1[cH:3][c:4](-[c:17]2[n:18][c:19]([N:24]([CH2:25][c:26]3[cH:27][cH:28][c:29]([O:30][CH3:31])[cH:32][cH:33]3)[CH2:34][c:35]3[cH:36][cH:37][c:38]([O:39][CH3:40])[cH:41][cH:42]3)[n:20][c:21]([CH3:23])[n:22]2)[c:5]([NH:8][c:9]2[cH:10][n:11][c:12]([O:15][CH3:16])[cH:13][cH:14]2)[n:6][cH:7]1.[F:43][C:44]([F:45])([F:46])[C:47]([OH:48])=[O:49]>>[Cl:1][c:2]1[cH:3][c:4](-[c:17]2[n:18][c:19]([NH2:24])[n:20][c:21]([CH3:23])[n:22]2)[c:5]([NH:8][c:9]2[cH:10][n:11][c:12]([O:15][CH3:16])[cH:13][cH:14]2)[n:6][cH:7]1. The reactants are BrC=1C(=NC=C(C(=O)NC2=CC=C(C=C2)OC(F)(F)F)C1)N1CCCC1 (5-Bromo-6-(pyrrolidin-1-yl)-N-(4-(trifluoromethoxy)phenyl)nicotinamide), N1N=C(C=C1)B(O)O ((1H-pyrazol-3-yl)boronic acid), C(=O)([O-])[O-].[Na+].[Na+] (Na2CO3), COCCOC (DME), N1N=C(C=C1)B(O)O (1-H-Pyrazole-3-boronic acid), Si-Thiol. Reagents/catalysts: Cl[Pd]([P](C1=CC=CC=C1)(C2=CC=CC=C2)C3=CC=CC=C3)([P](C4=CC=CC=C4)(C5=CC=CC=C5)C6=CC=CC=C6)Cl (Pd(PPh3)2Cl2). Solvent: CCO (EtOH), O (water), C1CCOC1 (THF). Product: N1N=CC=C1C=1C(=NC=C(C(=O)NC2=CC=C(C=C2)OC(F)(F)F)C1)N1CCCC1 (5-(1H-Pyrazol-5-yl)-6-(pyrrolidin-1-yl)-N-(4-(trifluoromethoxy)phenyl)nicotinamide). As a reaction SMILES: Br[C:2]1[C:3]([N:22]2[CH2:26][CH2:25][CH2:24][CH2:23]2)=[N:4][CH:5]=[C:6]([CH:21]=1)[C:7]([NH:9][C:10]1[CH:15]=[CH:14][C:13]([O:16][C:17]([F:20])([F:19])[F:18])=[CH:12][CH:11]=1)=[O:8].[NH:27]1[CH:31]=[CH:30][C:29](B(O)O)=[N:28]1.C([O-])([O-])=O.[Na+].[Na+].COCCOC>C1COCC1.Cl[Pd](Cl)([P](C1C=CC=CC=1)(C1C=CC=CC=1)C1C=CC=CC=1)[P](C1C=CC=CC=1)(C1C=CC=CC=1)C1C=CC=CC=1.CCO.O>[NH:27]1[C:31]([C:2]2[C:3]([N:22]3[CH2:26][CH2:25][CH2:24][CH2:23]3)=[N:4][CH:5]=[C:6]([CH:21]=2)[C:7]([NH:9][C:10]2[CH:15]=[CH:14][C:13]([O:16][C:17]([F:18])([F:20])[F:19])=[CH:12][CH:11]=2)=[O:8])=[CH:30][CH:29]=[N:28]1 |f:2.3.4,^1:54,73|. Procedure: 5-Bromo-6-(pyrrolidin-1-yl)-N-(4-(trifluoromethoxy)phenyl)nicotinamide (Stage 15.1, 60 mg, 0.139 mmol) and (1H-pyrazol-3-yl)boronic acid (62.4 mg, 0.558 mmol), Pd(PPh3)2Cl2 (11.75 mg, 0.017 mmol), Na2CO3 (73.9 mg, 0.697 mmol), DME (592 μL), water (169 μL) and EtOH (85 μL) were added to a MW vial, which was sealed, evacuated/purged with argon and subjected to MW irradiation at 130° C. for 30 min. Additional 1-H-Pyrazole-3-boronic acid, (31.2 mg, 0.279 mmol) was added to the RM and was subjected t... The reactants are C(C)(=O)OCC(CCl)OC(C)OCC (3-chloro-2-(1-ethoxyethoxy)-1-propyl acetate), [OH-].[Na+] (sodium hydroxide). Solvent: O (water), O (water). Run at temperature 25 celsius. The product is C(C)OC(C)OC1COC1 (3-(1-ethoxyethoxy) oxetane). As a reaction SMILES: C([O:4][CH2:5][CH:6]([O:9][CH:10]([O:12][CH2:13][CH3:14])[CH3:11])[CH2:7]Cl)(=O)C.[OH-].[Na+]>O>[CH2:13]([O:12][CH:10]([O:9][CH:6]1[CH2:5][O:4][CH2:7]1)[CH3:11])[CH3:14] |f:1.2|. Reported procedure: The crude 3-chloro-2-(1-ethoxyethoxy)-1-propyl acetate produced in Example 9 was added over a period of 1.5 hours to a stirred hot (105°) solution of 1.1 kg (27.5 moles) of sodium hydroxide in 1.1 L of water in a 5 L three-necked round-bottomed flask equipped with a mechanical stirrer, a reflux condenser, a dropping funnel, and a thermometer. The mixture was refluxed for an additional 4 hours period and then was allowed to cool to 25° C. The mixture was stirred with 1.5 L of water to dissolve in... Starting materials: C(C1=CC=CC=C1)OC(=O)NC(C(C(C(=O)OCC)(C)C)=O)COC(C)(C)C (ethyl 4-{[(benzyloxy)carbonyl]amino}-5-tert-butoxy-2,2-dimethyl-3-oxopentanoate). Reagents/catalysts: [C].[Pd] (palladium carbon). The solvent is CO (methanol). Conditions: time 8 hour. Product: C(C)(C)(C)OCC1C(C(C(N1)=O)(C)C)=O (5-(tert-butoxymethyl)-3,3-dimethylpyrrolidine-2,4-dione). Yield: 80.8%. As a reaction SMILES: C(OC([NH:11][CH:12]([CH2:23][O:24][C:25]([CH3:28])([CH3:27])[CH3:26])[C:13](=[O:22])[C:14]([CH3:21])([CH3:20])[C:15](OCC)=[O:16])=O)C1C=CC=CC=1>CO.[C].[Pd]>[C:25]([O:24][CH2:23][CH:12]1[NH:11][C:15](=[O:16])[C:14]([CH3:21])([CH3:20])[C:13]1=[O:22])([CH3:28])([CH3:27])[CH3:26] |f:2.3|. Reported procedure: To a solution of ethyl 4-{[(benzyloxy)carbonyl]amino}-5-tert-butoxy-2,2-dimethyl-3-oxopentanoate (8.7 g) in methanol (100 mL) was added 10% palladium carbon (containing 50% water, 4.0 g), and the mixture was stirred overnight under a hydrogen atmosphere. The reaction mixture was filtered, and the filtrate was concentrated under reduced pressure. The obtained solid was washed with hexane to give the title compound as colorless crystals (yield: 3.81 g, 81%).